Dataset: the Open Reaction Database (ORD), a public repository of structured organic reaction records. Task: describe an organic reaction: reactants, conditions, products, and yield Starting materials: FC=1C=CC2=C(C(=C(O2)CO)COCCOC)C1 ({5-fluoro-3-[(2-methoxyethoxy)methyl]-1-benzofuran-2-yl}methanol), C[N+]1(CCOCC1)[O-] (4-methylmorpholine N-oxide). Reagents/catalysts: [Ru](=O)(=O)(=O)[O-].C(CC)[N+](CCC)(CCC)CCC (tetrapropylammonium perruthenate). Run in C(C)#N (acetonitrile). Conditions: time 5 hour. Product: FC=1C=CC2=C(C(=C(O2)C=O)COCCOC)C1 (5-fluoro-3-[(2-methoxyethoxy)methyl]-1-benzofuran-2-carbaldehyde). Yield: 50.6%. RXN SMILES: [F:1][C:2]1[CH:3]=[CH:4][C:5]2[O:9][C:8]([CH2:10][OH:11])=[C:7]([CH2:12][O:13][CH2:14][CH2:15][O:16][CH3:17])[C:6]=2[CH:18]=1.C[N+]1([O-])CCOCC1>[Ru]([O-])(=O)(=O)=O.C([N+](CCC)(CCC)CCC)CC.C(#N)C>[F:1][C:2]1[CH:3]=[CH:4][C:5]2[O:9][C:8]([CH:10]=[O:11])=[C:7]([CH2:12][O:13][CH2:14][CH2:15][O:16][CH3:17])[C:6]=2[CH:18]=1 |f:2.3|. Reported procedure: To a mixture of {5-fluoro-3-[(2-methoxyethoxy)methyl]-1-benzofuran-2-yl}methanol (2.65 g) synthesized above, 4-methylmorpholine N-oxide (2.44 g) and acetonitrile (50 mL) was added tetrapropylammonium perruthenate (366 mg), and the mixture was stirred for 5 hr, and concentrated under reduced pressure. The residue was purified by silica gel column chromatography (0-30% ethyl acetate/hexane) to give the title object compound (1.33 g, 51%) as a yellow oil. The product is Clc1ccc(C2(CBr)OCC(c3ccccc3)O2)c(Cl)c1. Reaction SMILES: [Br:1][CH2:2][C:3](=[O:4])[c:5]1[c:6]([Cl:12])[cH:7][c:8]([Cl:11])[cH:9][cH:10]1.[CH2:40]([OH:41])[CH2:42][CH2:43][CH3:44].[OH:13][CH2:14][CH:15]([c:16]1[cH:17][cH:18][cH:19][cH:20][cH:21]1)[OH:22].[c:23]1([CH3:24])[cH:25][cH:26][c:27]([S:28]([OH:29])(=[O:30])=[O:31])[cH:32][cH:33]1.[cH:34]1[cH:35][cH:36][cH:37][cH:38][cH:39]1>>[Br:1][CH2:2][C:3]1([c:5]2[c:6]([Cl:12])[cH:7][c:8]([Cl:11])[cH:9][cH:10]2)[O:4][CH2:14][CH:15]([c:16]2[cH:17][cH:18][cH:19][cH:20][cH:21]2)[O:22]1. Reactants: O=C(CBr)c1ccc(Cl)cc1Cl, CCCCO, OCC(O)c1ccccc1, Cc1ccc(S(=O)(=O)O)cc1, c1ccccc1. Reactants: Fc1ccc(CCNC2CCc3[nH]c4ccc(OCc5ccccc5)cc4c3C2)cc1, CO, O=C[O-], [NH4+]. Yields the product Oc1ccc2[nH]c3c(c2c1)CC(NCCc1ccc(F)cc1)CC3. Reaction SMILES: [CH2:1]([c:2]1[cH:3][cH:4][cH:5][cH:6][cH:7]1)[O:8][c:9]1[cH:10][c:11]2[c:12]3[c:17]([nH:18][c:19]2[cH:20][cH:21]1)[CH2:16][CH2:15][CH:14]([NH:22][CH2:23][CH2:24][c:25]1[cH:26][cH:27][c:28]([F:31])[cH:29][cH:30]1)[CH2:13]3.[CH3:36][OH:37].[CH:32]([O-:33])=[O:34].[NH4+:35]>>[OH:8][c:9]1[cH:10][c:11]2[c:12]3[c:17]([nH:18][c:19]2[cH:20][cH:21]1)[CH2:16][CH2:15][CH:14]([NH:22][CH2:23][CH2:24][c:25]1[cH:26][cH:27][c:28]([F:31])[cH:29][cH:30]1)[CH2:13]3. Reactants: CCN, CCn1c(=O)[nH]c(=S)c2[nH]c(C3CC3)nc21, O. Yields the product CCNc1nc(=O)n(CC)c2nc(C3CC3)[nH]c12. As a reaction SMILES: [CH3:17][CH2:18][NH2:19].[CH:1]1([c:4]2[n:5][c:6]3[n:7]([CH2:15][CH3:16])[c:8](=[O:14])[nH:9][c:10](=[S:13])[c:11]3[nH:12]2)[CH2:2][CH2:3]1.[OH2:20]>>[CH:1]1([c:4]2[n:5][c:6]3[n:7]([CH2:15][CH3:16])[c:8](=[O:14])[n:9][c:10]([NH:19][CH2:18][CH3:17])[c:11]3[nH:12]2)[CH2:2][CH2:3]1.